Dataset: the Open Reaction Database (ORD), a public repository of structured organic reaction records. Task: describe an organic reaction: reactants, conditions, products, and yield Reactants: CN(C(=N)N(C)C)C (1,1,3,3-Tetramethylguanidine), COC(C(NC(C1=C(C=C(C=C1)C(=O)NCC1=CC(=CC=C1)O)Cl)=O)P(=O)(OC)OC)=O (rac.-N-[2-chloro-4-[[(3-hydroxybenzyl)amino]carbonyl]benzoyl]-2-(dimethoxyphosphinyl)glycine methyl ester), CC(C)C=1N=CSC1C=O (4-(1-methylethyl)thiazole-5-carboxaldehyde). Solvent: O1CCCC1 (tetrahydrofuran), O1CCCC1 (tetrahydrofuran). Reaction conditions: time 5 minute. Product: COC(/C(=C/C1=C(N=CS1)C(C)C)/NC(C1=C(C=C(C=C1)C(=O)NCC1=CC(=CC=C1)O)Cl)=O)=O ((Z)-2-[[2-chloro-4-[[(3-hydroxybenzyl)amino]carbonyl]benzoyl]amino]-3-[4-(1-methylethyl)thiazol-5-yl]propenoic acid methyl ester). The yield is 98.6%. RXN SMILES: CN(C)C(N(C)C)=N.[CH3:9][O:10][C:11](=[O:40])[CH:12](P(OC)(OC)=O)[NH:13][C:14](=[O:33])[C:15]1[CH:20]=[CH:19][C:18]([C:21]([NH:23][CH2:24][C:25]2[CH:30]=[CH:29][CH:28]=[C:27]([OH:31])[CH:26]=2)=[O:22])=[CH:17][C:16]=1[Cl:32].[CH3:41][CH:42]([C:44]1[N:45]=[CH:46][S:47][C:48]=1[CH:49]=O)[CH3:43]>O1CCCC1>[CH3:9][O:10][C:11](=[O:40])/[C:12](/[NH:13][C:14](=[O:33])[C:15]1[CH:20]=[CH:19][C:18]([C:21]([NH:23][CH2:24][C:25]2[CH:30]=[CH:29][CH:28]=[C:27]([OH:31])[CH:26]=2)=[O:22])=[CH:17][C:16]=1[Cl:32])=[CH:49]/[C:48]1[S:47][CH:46]=[N:45][C:44]=1[CH:42]([CH3:43])[CH3:41]. Procedure details: 1,1,3,3-Tetramethylguanidine (41 μL, 0.33 mmol) was added to a solution of rac.-N-[2-chloro-4-[[(3-hydroxybenzyl)amino]carbonyl]benzoyl]-2-(dimethoxyphosphinyl)glycine methyl ester (Example 141; 75 mg, 0.15 mmol) in tetrahydrofuran (2 mL) at about −25° C. After 5 min, a solution of 4-(1-methylethyl)thiazole-5-carboxaldehyde (Example 56; 26 mg, 0.168 mmol) in tetrahydrofuran (1 mL) was added. The cooling bath was removed and the solution was stirred at room temperature for 17 h. The solvent was e...